From a dataset of the Open Reaction Database (ORD), a public repository of structured organic reaction records. describe an organic reaction: reactants, conditions, products, and yield Starting materials: CC1(CC(C=2C(=CNC2C1)CC)=O)C (6,6-dimethyl 3-ethyl-4,5,6,7-tetrahydro-1H-indol-4-one), [H-].[Na+] (NaH), FC1=NC=CC=C1 (2-fluoropyridine). Solvent: CN(C)C=O (DMF). Run at time 20 minute. Yields the product CC1(CC(C=2C(=CN(C2C1)C1=NC=CC=C1)CC)=O)C (6,6-Dimethyl 3-Ethyl-1-(pyridin-2-yl)-4,5,6,7-tetrahydroindol-4-one). The yield is 25.8%. As a reaction SMILES: [CH3:1][C:2]1([CH3:14])[CH2:10][C:9]2[NH:8][CH:7]=[C:6]([CH2:11][CH3:12])[C:5]=2[C:4](=[O:13])[CH2:3]1.[H-].[Na+].F[C:18]1[CH:23]=[CH:22][CH:21]=[CH:20][N:19]=1>CN(C=O)C>[CH3:14][C:2]1([CH3:1])[CH2:10][C:9]2[N:8]([C:18]3[CH:23]=[CH:22][CH:21]=[CH:20][N:19]=3)[CH:7]=[C:6]([CH2:11][CH3:12])[C:5]=2[C:4](=[O:13])[CH2:3]1 |f:1.2|. Reported procedure: To a solution of 6,6-dimethyl 3-ethyl-4,5,6,7-tetrahydro-1H-indol-4-one (50 mg, 0.26 mmol) in DMF (4 mL) at 0° C., was added NaH (11 mg of a 60% dispersion in mineral oil, 0.29 mmol). The cooling bath was removed and the mixture stirred at room temperature for 20 min. After this time 2-fluoropyridine (26 μl, 0.29 mmol) was added and the residue heated at 90° C. for 6 h. The solvent was evaporated and the residue partitioned between EtOAc (20 mL) and water (20 mL). The organic layer was separated...